This data is from the Open Reaction Database (ORD), a public repository of structured organic reaction records. The task is: describe an organic reaction: reactants, conditions, products, and yield Reactants: potassium trimethylsilanoate, C1(=CC=CC=C1)S(=O)(=O)NC1=C(C2=C(S1)CCCC2)C(=O)OCC (ethyl 2-benzenesulphonylamino-4,5,6,7-tetrahydro-benzo[b]thiophene-3-carboxylate), C1(=CC=CC=C1)S(=O)(=O)NC1=C(C2=C(S1)CCCC2)C(=O)OCC (ethyl 2-benzenesulphonylamino-4,5,6,7-tetrahydro-benzo[b]thiophene-3-carboxylate), resultant mixture, potassium trimethylsilanoate, Cl (hydrochloric acid), resultant mixture. Solvent: C1CCOC1 (THF), C1CCOC1 (THF), O (water). Reaction conditions: time 2 hour. The product is C1(=CC=CC=C1)S(=O)(=O)NC1=C(C2=C(S1)CCCC2)C(=O)O (2-benzenesulphonylamino-4,5,6,7-tetrahydrobenzo[b]thiophene-3-carboxylic acid). Isolated yield 48.5%. RXN SMILES: [C:1]1([S:7]([NH:10][C:11]2[S:15][C:14]3[CH2:16][CH2:17][CH2:18][CH2:19][C:13]=3[C:12]=2[C:20]([O:22]CC)=[O:21])(=[O:9])=[O:8])[CH:6]=[CH:5][CH:4]=[CH:3][CH:2]=1.Cl>C1COCC1.O>[C:1]1([S:7]([NH:10][C:11]2[S:15][C:14]3[CH2:16][CH2:17][CH2:18][CH2:19][C:13]=3[C:12]=2[C:20]([OH:22])=[O:21])(=[O:8])=[O:9])[CH:2]=[CH:3][CH:4]=[CH:5][CH:6]=1. Procedure details: A solution of potassium trimethylsilanoate (0.141 g) in dry THF (5 ml) was added to a cooled solution of ethyl 2-benzenesulphonylamino-4,5,6,7-tetrahydro-benzo[b]thiophene-3-carboxylate (Intermediate 1, 0.076 g) in dry THF (5 ml). The resultant cloudy solution was stirred at room temperature for 2 hours. Further potassium trimethylsilanoate (0.076 g) was added and the resultant mixture was stirred for a total of 72 hours. The mixture was then stirred and heated at 60° C. for a total of 48 hours.... The reactants are C=CCBr, O=[N+]([O-])c1ccc(O)cc1F, [K+], [K+], O=C([O-])[O-], CN(C)C=O. Yields the product C=CCOc1ccc([N+](=O)[O-])c(F)c1. As a reaction SMILES: [CH2:12]([CH:13]=[CH2:14])[Br:15].[F:1][c:2]1[cH:3][c:4]([OH:11])[cH:5][cH:6][c:7]1[N+:8](=[O:9])[O-:10].[K+:16].[K+:17].[O-:18][C:19]([O-:20])=[O:21].[O:22]=[CH:23][N:24]([CH3:25])[CH3:26]>>[F:1][c:2]1[cH:3][c:4]([O:11][CH2:14][CH:13]=[CH2:12])[cH:5][cH:6][c:7]1[N+:8](=[O:9])[O-:10]. Starting materials: ClC1=C(C=CC=C1)C1=C(C=C2C(=N1)OC(CC2C(=O)OC)(C)C)C2=CC=C(C=C2)Cl (Methyl 7-(2-chlorophenyl)-6-(4-chlorophenyl)-2,2-dimethyl-3,4-dihydro-2H-pyrano[2,3-b]pyridine-4-carboxylate), [OH-].[K+] (KOH). Solvent: C1CCOC1 (THF), CCOC(=O)C (EtOAc). Conditions: temperature 70 celsius. Yields the product ClC1=C(C=CC=C1)C1=C(C=C2C(=N1)OC(CC2C(=O)O)(C)C)C2=CC=C(C=C2)Cl (7-(2-Chlorophenyl)-6-(4-chlorophenyl)-2,2-dimethyl-3,4-dihydro-2H-pyrano[2,3-b]pyridine-4-carboxylic acid). Reaction SMILES: [Cl:1][C:2]1[CH:7]=[CH:6][CH:5]=[CH:4][C:3]=1[C:8]1[N:13]=[C:12]2[O:14][C:15]([CH3:23])([CH3:22])[CH2:16][CH:17]([C:18]([O:20]C)=[O:19])[C:11]2=[CH:10][C:9]=1[C:24]1[CH:29]=[CH:28][C:27]([Cl:30])=[CH:26][CH:25]=1.[OH-].[K+]>C1COCC1.CCOC(C)=O>[Cl:1][C:2]1[CH:7]=[CH:6][CH:5]=[CH:4][C:3]=1[C:8]1[N:13]=[C:12]2[O:14][C:15]([CH3:23])([CH3:22])[CH2:16][CH:17]([C:18]([OH:20])=[O:19])[C:11]2=[CH:10][C:9]=1[C:24]1[CH:25]=[CH:26][C:27]([Cl:30])=[CH:28][CH:29]=1 |f:1.2|. Procedure details: Product from Step A (66 mg, 0.14 mmol) was dissolved in THF (1 mL) and 10% KOH (1 mL) was added. The reaction was heated to 70° C. for 1 hr. The reaction was diluted with EtOAc and washed with 10% NaHSO4. The organic layer was separated, dried (Na2SO4), filtered and concentrated and used without any further purification Starting materials: Cl (HCl), ClC1=C(C=CC(=C1)Cl)S(=O)(=O)N(C)CC1=CC(=CO1)C(=O)O (5-({[(2,4-dichlorophenyl)sulfonyl](methyl)amino}methyl)furan-3-carboxylic acid), C1=CN(C=N1)C(=O)N2C=CN=C2 (CDI), N1C(=NCC1)C1=CC=C(C=C1)CCNC (2-[4-(4,5-dihydro-1H-imidazol-2-yl)phenyl]-N-methylethanamine), TEA. The solvent is ClCCCl (DCE), ClCCCl (DCE). Run at time 2 hour. The product is ClC1=C(C=CC(=C1)Cl)S(=O)(=O)N(C)CC1=CC(=CO1)C(=O)N(C)CCC1=CC=C(C=C1)C=1NCCN1 (5-({[(2,4-dichlorophenyl)sulfonyl](methyl)amino}methyl)-N-{2-[4-(4,5-dihydro-1H-imidazol-2-yl)phenyl]ethyl}-N-methylfuran-3-carboxamide). RXN SMILES: [Cl:1][C:2]1[CH:7]=[C:6]([Cl:8])[CH:5]=[CH:4][C:3]=1[S:9]([N:12]([CH2:14][C:15]1[O:19][CH:18]=[C:17]([C:20](O)=[O:21])[CH:16]=1)[CH3:13])(=[O:11])=[O:10].C1N=CN(C(N2C=NC=C2)=O)C=1.[NH:35]1[CH2:39][CH2:38][N:37]=[C:36]1[C:40]1[CH:45]=[CH:44][C:43]([CH2:46][CH2:47][NH:48][CH3:49])=[CH:42][CH:41]=1.Cl>ClCCCl>[Cl:1][C:2]1[CH:7]=[C:6]([Cl:8])[CH:5]=[CH:4][C:3]=1[S:9]([N:12]([CH2:14][C:15]1[O:19][CH:18]=[C:17]([C:20]([N:48]([CH2:47][CH2:46][C:43]2[CH:42]=[CH:41][C:40]([C:36]3[NH:37][CH2:38][CH2:39][N:35]=3)=[CH:45][CH:44]=2)[CH3:49])=[O:21])[CH:16]=1)[CH3:13])(=[O:10])=[O:11]. Procedure details: 5-({[(2,4-dichlorophenyl)sulfonyl](methyl)amino}methyl)furan-3-carboxylic acid (34 mg, 0.08 mmol) was dissolved in DCE (1 mL) and CDI (26 mg, 0.16 mmol) was added. The reaction was stirred for 2 h. The activated acid solution in DCE was added to a vial containing 2-[4-(4,5-dihydro-1H-imidazol-2-yl)phenyl]-N-methylethanamine.HCl (43 mg, 0.16 mmol) and TEA (0.022 mL, 0.16 mmol). The reaction was stirred at ambient temperature for 18 h, then partitioned between saturated aqueous NaHCO3 (1 mL) and D... Reaction SMILES: [Cl:1][c:2]1[n:3][c:4](-[c:12]2[cH:13][cH:14][c:15]([C:18]([F:19])([F:20])[F:21])[cH:16][cH:17]2)[cH:5][c:6]([C:8]([F:9])([F:10])[F:11])[n:7]1.[I:22][c:23]1[n:24][cH:25][nH:26][cH:27]1>>[c:2]1(-[n:26]2[cH:25][n:24][c:23]([I:22])[cH:27]2)[n:3][c:4](-[c:12]2[cH:13][cH:14][c:15]([C:18]([F:19])([F:20])[F:21])[cH:16][cH:17]2)[cH:5][c:6]([C:8]([F:9])([F:10])[F:11])[n:7]1. The reactants are FC(F)(F)c1ccc(-c2cc(C(F)(F)F)nc(Cl)n2)cc1, Ic1c[nH]cn1. Yields the product FC(F)(F)c1ccc(-c2cc(C(F)(F)F)nc(-n3cnc(I)c3)n2)cc1. Starting materials: OC1=CC=C(C(=O)O)C=C1 (4-hyroxybenzoic acid), [H][H] (hydrogen), [H][H] (hydrogen). Reagents/catalysts: [C].[Pd] (palladium-carbon). Solvent: C(C)(C)O (isopropyl alcohol). Yields the product C1CCC(CC1)C(=O)O (cyclohexane-4-carboxylic acid). Reaction SMILES: O[C:2]1[CH:10]=[CH:9][C:5]([C:6]([OH:8])=[O:7])=[CH:4][CH:3]=1.[H][H]>C(O)(C)C.[C].[Pd]>[CH2:2]1[CH2:10][CH2:9][CH:5]([C:6]([OH:8])=[O:7])[CH2:4][CH2:3]1 |f:3.4|. Procedure details: One mole of 4-hyroxybenzoic acid was reacted with two moles of hydrogen in the presence of 5% palladium-carbon catlyst. This reaction was carried out in isopropyl alcohol at a temperature of 130°-140° C. and a hydrogen pressure of 20-40 kg/cm2 (gauge). After the reaction mixture was filtered to recover the catalyst therefrom, the filtrate was distilled to recover the solvent. The resulting residue was recrystallized from a mixture of benzene and hexane to obtain cyclohexane-4-carboxylic acid. Th... The reactants are NC1=CC=C(C=C1)N1C([C@H](OCC1)[C@H](C(=O)NC1=CC=C(C=C1)C#N)O)=O ((2R)-2-[(2R)-4-(4-aminophenyl)-3-oxomorpholin-2-yl]-N-(4-cyanophenyl)-2-hydroxyacetamide), [O-]C#N.[K+] (potassium cyanate). Solvent: C(=O)(C)O.O (AcOH—H2O), O (water). Run at temperature 45 celsius, time 8 hour. The product is C(N)(=O)NC1=CC=C(C=C1)N1C([C@H](OCC1)[C@H](C(=O)NC1=CC=C(C=C1)C#N)O)=O ((2R)-2-[(2R)-4-[4-(carbamoylamino)phenyl]-3-oxomorpholin-2-yl]-N-(4-cyanophenyl)-2-hydroxyacetamide). Yield: 89.5%. Reaction SMILES: [NH2:1][C:2]1[CH:7]=[CH:6][C:5]([N:8]2[CH2:13][CH2:12][O:11][C@H:10]([C@@H:14]([OH:26])[C:15]([NH:17][C:18]3[CH:23]=[CH:22][C:21]([C:24]#[N:25])=[CH:20][CH:19]=3)=[O:16])[C:9]2=[O:27])=[CH:4][CH:3]=1.[O-:28][C:29]#[N:30].[K+]>C(O)(C)=O.O.O>[C:29]([NH:1][C:2]1[CH:7]=[CH:6][C:5]([N:8]2[CH2:13][CH2:12][O:11][C@H:10]([C@@H:14]([OH:26])[C:15]([NH:17][C:18]3[CH:23]=[CH:22][C:21]([C:24]#[N:25])=[CH:20][CH:19]=3)=[O:16])[C:9]2=[O:27])=[CH:4][CH:3]=1)(=[O:28])[NH2:30] |f:1.2,3.4|. Procedure details: To a solution of compound 26-5 (70 mg) in AcOH—H2O (6 mL-2 mL), was added a solution of potassium cyanate (KOCN; 31 mg) in water (2 mL). The reaction mixture was stirred at 40-50° C. for 3 hours and at room temperature overnight to precipitate. The resulting precipitate was collected by filtration, rinsed with waster and dried in vacuo to obtain compound 27-1 (70 mg) as a colorless amorphous solid.